Dataset: the Open Reaction Database (ORD), a public repository of structured organic reaction records. Task: describe an organic reaction: reactants, conditions, products, and yield Starting materials: Cc1ccc(F)cc1C1NC(=O)CC(c2cc(Cl)ccc2N2CCN(C(=O)OC(C)(C)C)CC2)C12C(=O)Nc1cc(Cl)ccc12, ClCCl, O=C(O)C(F)(F)F. Yields the product Cc1ccc(F)cc1C1NC(=O)CC(c2cc(Cl)ccc2N2CCNCC2)C12C(=O)Nc1cc(Cl)ccc12. Reaction SMILES: [C:8]([O:9][C:10](=[O:11])[N:15]1[CH2:16][CH2:17][N:18]([c:21]2[c:22]([CH:28]3[CH2:29][C:30](=[O:52])[NH:31][CH:32]([c:44]4[c:45]([CH3:51])[cH:46][cH:47][c:48]([F:50])[cH:49]4)[C:33]34[C:34](=[O:43])[NH:35][c:36]3[cH:37][c:38]([Cl:42])[cH:39][cH:40][c:41]34)[cH:23][c:24]([Cl:27])[cH:25][cH:26]2)[CH2:19][CH2:20]1)([CH3:12])([CH3:13])[CH3:14].[Cl:53][CH2:54][Cl:55].[OH:1][C:2]([C:3]([F:4])([F:5])[F:6])=[O:7]>>[NH:15]1[CH2:16][CH2:17][N:18]([c:21]2[c:22]([CH:28]3[CH2:29][C:30](=[O:52])[NH:31][CH:32]([c:44]4[c:45]([CH3:51])[cH:46][cH:47][c:48]([F:50])[cH:49]4)[C:33]34[C:34](=[O:43])[NH:35][c:36]3[cH:37][c:38]([Cl:42])[cH:39][cH:40][c:41]34)[cH:23][c:24]([Cl:27])[cH:25][cH:26]2)[CH2:19][CH2:20]1.